From a dataset of the Open Reaction Database (ORD), a public repository of structured organic reaction records. describe an organic reaction: reactants, conditions, products, and yield Starting materials: COC(COC1=C2C(=C(C(=NC2=C(C=C1)F)CC)CC1=CC=C(C=C1)Br)OC(F)F)=O ([3-(4-bromobenzyl)-4-difluoromethoxy-2-ethyl-8-fluoroquinolin-5-yloxy]acetic acid methyl ester), C(CCC)[Sn](C=1OC=CN1)(CCCC)CCCC (2-tributylstannanyloxazole), O1CCOCC1 (1,4-dioxane). The reagents and catalysts are C=1C=CC(=CC1)[P](C=2C=CC=CC2)(C=3C=CC=CC3)[Pd]([P](C=4C=CC=CC4)(C=5C=CC=CC5)C=6C=CC=CC6)([P](C=7C=CC=CC7)(C=8C=CC=CC8)C=9C=CC=CC9)[P](C=1C=CC=CC1)(C=1C=CC=CC1)C=1C=CC=CC1 (tetrakis(triphenylphosphine)palladium(0)). The solvent is C(C)(=O)OCC (ethyl acetate). Conditions: temperature 100 celsius. Yields the product COC(COC1=C2C(=C(C(=NC2=C(C=C1)F)CC)CC1=CC=C(C=C1)C=1OC=CN1)OC(F)F)=O ([4-difluoromethoxy-2-ethyl-8-fluoro-3-(4-oxazol-2-ylbenzyl)quinolin-5-yloxy]acetic acid methyl ester). As a reaction SMILES: [CH3:1][O:2][C:3](=[O:31])[CH2:4][O:5][C:6]1[CH:15]=[CH:14][C:13]([F:16])=[C:12]2[C:7]=1[C:8]([O:27][CH:28]([F:30])[F:29])=[C:9]([CH2:19][C:20]1[CH:25]=[CH:24][C:23](Br)=[CH:22][CH:21]=1)[C:10]([CH2:17][CH3:18])=[N:11]2.C([Sn](CCCC)(CCCC)[C:37]1[O:38][CH:39]=[CH:40][N:41]=1)CCC.O1CCOCC1>C(OCC)(=O)C.C1C=CC([P]([Pd]([P](C2C=CC=CC=2)(C2C=CC=CC=2)C2C=CC=CC=2)([P](C2C=CC=CC=2)(C2C=CC=CC=2)C2C=CC=CC=2)[P](C2C=CC=CC=2)(C2C=CC=CC=2)C2C=CC=CC=2)(C2C=CC=CC=2)C2C=CC=CC=2)=CC=1>[CH3:1][O:2][C:3](=[O:31])[CH2:4][O:5][C:6]1[CH:15]=[CH:14][C:13]([F:16])=[C:12]2[C:7]=1[C:8]([O:27][CH:28]([F:30])[F:29])=[C:9]([CH2:19][C:20]1[CH:25]=[CH:24][C:23]([C:37]3[O:38][CH:39]=[CH:40][N:41]=3)=[CH:22][CH:21]=1)[C:10]([CH2:17][CH3:18])=[N:11]2 |^1:65,67,86,105|. Procedure: A mixture of [3-(4-bromobenzyl)-4-difluoromethoxy-2-ethyl-8-fluoroquinolin-5-yloxy]acetic acid methyl ester (0.36 g), 2-tributylstannanyloxazole (0.46 mL), tetrakis(triphenylphosphine)palladium(0) (0.084 g) and 1,4-dioxane (3.0 mL) was heated at 100° C. for 3 hours. The mixture was cooled to room temperature, diluted with ethyl acetate, washed with water, and then dried over magnesium sulfate. The solvent was removed under reduced pressure to afford title compound as a yellow gum (1.1 g). Reactants: COC1=C(C=2CCCCC2C=C1)C(=O)O (2-methoxy-5,6,7,8-tetrahydro-1-naphthalenecarboxylic acid), C(C(=O)Cl)(=O)Cl (oxalyl chloride). The reagents and catalysts are CN(C)C=O (DMF). Run in C(Cl)Cl (DCM). Run at time 2 hour. Product: COC1=C(C=2CCCCC2C=C1)C(=O)Cl (2-Methoxy-5,6,7,8-tetrahydro-1-naphthalenecarbonyl chloride). As a reaction SMILES: [CH3:1][O:2][C:3]1[CH:12]=[CH:11][C:10]2[CH2:9][CH2:8][CH2:7][CH2:6][C:5]=2[C:4]=1[C:13]([OH:15])=O.C(Cl)(=O)C([Cl:19])=O>C(Cl)Cl.CN(C=O)C>[CH3:1][O:2][C:3]1[CH:12]=[CH:11][C:10]2[CH2:9][CH2:8][CH2:7][CH2:6][C:5]=2[C:4]=1[C:13]([Cl:19])=[O:15]. Reported procedure: To a solution of 2-methoxy-5,6,7,8-tetrahydro-1-naphthalenecarboxylic acid (0.20 g, 0.97 mmol) in DCM (5 mL) was added oxalyl chloride (0.11 mL, 1.21 mmol) and 1 drop of DMF. The mixture was stirred at room temperature for 2 h. The solvent was removed in vacuo and the 2-methoxy-5,6,7,8-tetrahydro-1-naphthalenecarbonyl chloride was used without purification. Reactants: CCCc1ccc(F)cc1NCC=O, O=C(Cl)CCl, [Na+], [Na+], O=C([O-])[O-], O, c1ccccc1. Yields the product CCCc1ccc(F)cc1N(CC=O)C(=O)CCl. As a reaction SMILES: [CH2:1]([CH2:2][CH3:3])[c:4]1[c:5]([NH:6][CH2:7][CH:8]=[O:9])[cH:10][c:11]([F:14])[cH:12][cH:13]1.[Cl:27][CH2:28][C:29](=[O:30])[Cl:31].[Na+:15].[Na+:16].[O-:17][C:18](=[O:19])[O-:20].[OH2:32].[cH:21]1[cH:22][cH:23][cH:24][cH:25][cH:26]1>>[CH2:1]([CH2:2][CH3:3])[c:4]1[c:5]([N:6]([CH2:7][CH:8]=[O:9])[C:29]([CH2:28][Cl:27])=[O:30])[cH:10][c:11]([F:14])[cH:12][cH:13]1. Reactants: Cn1cnc(-c2ccc(S(C)(=O)=O)cc2)c1, ClCCl, O=C(O)C(F)(F)F, O=C1CCC(=O)N1I. Product: Cn1cnc(-c2ccc(S(C)(=O)=O)cc2)c1I. As a reaction SMILES: [CH3:1][n:2]1[cH:3][n:4][c:5](-[c:7]2[cH:8][cH:9][c:10]([S:13](=[O:14])(=[O:15])[CH3:16])[cH:11][cH:12]2)[cH:6]1.[Cl:32][CH2:33][Cl:34].[F:17][C:18]([F:19])([F:20])[C:21]([OH:22])=[O:23].[O:24]=[C:25]1[N:26]([I:31])[C:27](=[O:28])[CH2:29][CH2:30]1>>[CH3:1][n:2]1[cH:3][n:4][c:5](-[c:7]2[cH:8][cH:9][c:10]([S:13](=[O:14])(=[O:15])[CH3:16])[cH:11][cH:12]2)[c:6]1[I:31]. Starting materials: CC(=O)OC(C)=O, O=C1N(c2ccc(Cl)cc2F)C(=S)C2CCCCC12O, c1ccncc1. The product is O=C1C2=C(CCCC2)C(=S)N1c1ccc(Cl)cc1F. As a reaction SMILES: [C:21]([O:22][C:23](=[O:24])[CH3:25])(=[O:26])[CH3:27].[Cl:1][c:2]1[cH:3][c:4]([F:20])[c:5]([N:8]2[C:9](=[S:19])[CH:10]3[CH2:11][CH2:12][CH2:13][CH2:14][C:15]3([OH:18])[C:16]2=[O:17])[cH:6][cH:7]1.[cH:28]1[cH:29][cH:30][n:31][cH:32][cH:33]1>>[Cl:1][c:2]1[cH:3][c:4]([F:20])[c:5]([N:8]2[C:9](=[S:19])[C:10]3=[C:15]([CH2:14][CH2:13][CH2:12][CH2:11]3)[C:16]2=[O:17])[cH:6][cH:7]1. Starting materials: C(C)(C)[C@@H]1NC(OC1(C1=CC=CC=C1)C1=CC=CC=C1)=O ((S)-4-isopropyl-5,5-diphenyl-2-oxazolidinone), [H][H] (hydrogen). The reagents and catalysts are [Pd] (Pd). Solvent: petroleum ether, CO.CC(=O)O (MeOH AcOH). Reaction conditions: time 2 hour. The product is N[C@H](C(C1=CC=CC=C1)C1=CC=CC=C1)C(C)C ((S)-2-amino-3-methyl-1,1-diphenylbutane). Isolated yield 72.5%. Reaction SMILES: [CH:1]([C@H:4]1[C:8]([C:15]2[CH:20]=[CH:19][CH:18]=[CH:17][CH:16]=2)([C:9]2[CH:14]=[CH:13][CH:12]=[CH:11][CH:10]=2)OC(=O)[NH:5]1)([CH3:3])[CH3:2].[H][H]>CO.CC(O)=O.[Pd]>[NH2:5][C@@H:4]([CH:1]([CH3:3])[CH3:2])[CH:8]([C:9]1[CH:14]=[CH:13][CH:12]=[CH:11][CH:10]=1)[C:15]1[CH:20]=[CH:19][CH:18]=[CH:17][CH:16]=1 |f:2.3|. Procedure: A solution of (S)-4-isopropyl-5,5-diphenyl-2-oxazolidinone (3) (2.9 g, 10.31 mmol) in MeOH/AcOH and a 10% Pd (435 mg, 4.09 mmol) on activated carbon was shaken for 68 h under 4–5 atm pressure of hydrogen at room temperature. The catalyst was filtered off over Hyflo Super Cell and organic solvents were evaporated under reduced pressure. The resulting residue was treated with HCl (2.0 M, 50 ml), stirred for 2 h at room temperature, made basic with NaOH pellets, and saturated with K2CO3 and NaCl. O... Starting materials: FC1=CC=C(C=C1)CCCCOC1=CC=C(C=C1)/C=C/C=1C(=C(C=CC1)C(C)=O)O (3'-[(E)-2-[4-[4-(4-fluorophenyl)butoxy]phenyl]ethen-1-yl]-2'-hydroxy-acetophenone), C(C(=O)OCC)(=O)OCC (diethyl oxalate). The product is FC1=CC=C(C=C1)CCCCOC1=CC=C(C=C1)/C=C/C1=CC=CC=2C(C=C(OC21)C(=O)OCC)=O (Ethyl 8-[(E)-2-[4-[4-(4-fluorophenyl)butoxy]phenyl]-ethen-1-yl]-4-oxo-4H-1-benzopyran-2-carboxylate). Isolated yield 65.0%. Reaction SMILES: [F:1][C:2]1[CH:7]=[CH:6][C:5]([CH2:8][CH2:9][CH2:10][CH2:11][O:12][C:13]2[CH:18]=[CH:17][C:16](/[CH:19]=[CH:20]/[C:21]3[C:22]([OH:30])=[C:23]([C:27](=[O:29])[CH3:28])[CH:24]=[CH:25][CH:26]=3)=[CH:15][CH:14]=2)=[CH:4][CH:3]=1.[C:31](OCC)(=O)[C:32]([O:34][CH2:35][CH3:36])=[O:33]>>[F:1][C:2]1[CH:3]=[CH:4][C:5]([CH2:8][CH2:9][CH2:10][CH2:11][O:12][C:13]2[CH:18]=[CH:17][C:16](/[CH:19]=[CH:20]/[C:21]3[C:22]4[O:30][C:31]([C:32]([O:34][CH2:35][CH3:36])=[O:33])=[CH:28][C:27](=[O:29])[C:23]=4[CH:24]=[CH:25][CH:26]=3)=[CH:15][CH:14]=2)=[CH:6][CH:7]=1. Procedure details: Following the process described in example 1 (point A), starting from 3'-[(E)-2-[4-[4-(4-fluorophenyl)butoxy]phenyl]ethen-1-yl]-2'-hydroxy-acetophenone and diethyl oxalate, the title compound was prepared, which was purified by chromatography through a silica gel column, eluting with petroleum ether:chloroform, 8:2 (65% yield). Starting materials: CN(C)c1cccc(N(CC(=O)O)S(=O)(=O)c2ccc(C(C)(C)C)cc2)c1, COc1ccc(CNC2CC2)cc1OC. Yields the product COc1ccc(CN(C(=O)CN(c2cccc(N(C)C)c2)S(=O)(=O)c2ccc(C(C)(C)C)cc2)C2CC2)cc1OC. RXN SMILES: [C:1]([CH3:2])([CH3:3])([CH3:4])[c:5]1[cH:6][cH:7][c:8]([S:11](=[O:12])(=[O:13])[N:14]([c:15]2[cH:16][c:17]([N:21]([CH3:22])[CH3:23])[cH:18][cH:19][cH:20]2)[CH2:24][C:25](=[O:26])[OH:27])[cH:9][cH:10]1.[CH:28]1([NH:31][CH2:32][c:33]2[cH:34][c:35]([O:41][CH3:42])[c:36]([O:39][CH3:40])[cH:37][cH:38]2)[CH2:29][CH2:30]1>>[C:1]([CH3:2])([CH3:3])([CH3:4])[c:5]1[cH:6][cH:7][c:8]([S:11](=[O:12])(=[O:13])[N:14]([c:15]2[cH:16][c:17]([N:21]([CH3:22])[CH3:23])[cH:18][cH:19][cH:20]2)[CH2:24][C:25](=[O:26])[N:31]([CH:28]2[CH2:29][CH2:30]2)[CH2:32][c:33]2[cH:34][c:35]([O:41][CH3:42])[c:36]([O:39][CH3:40])[cH:37][cH:38]2)[cH:9][cH:10]1. Starting materials: COc1ccc2ncc(F)c(CCN3CCC(C(C)(C)N(C(=O)[O-])C(C)(C)C)C3)c2n1, ClCCl, Cl. The product is Cl, COc1ccc2ncc(F)c(CCN3CCC(C(C)(C)N)C3)c2n1. Reaction SMILES: [CH3:1][C:2]([N:5]([C:3](=[O:4])[O-:6])[C:9]([CH3:10])([CH3:11])[CH:12]1[CH2:13][N:14]([CH2:17][CH2:18][c:19]2[c:20]([F:31])[cH:21][n:22][c:23]3[cH:24][cH:25][c:26]([O:29][CH3:30])[n:27][c:28]23)[CH2:15][CH2:16]1)([CH3:7])[CH3:8].[Cl:33][CH2:34][Cl:35].[ClH:32]>>[ClH:32].[NH2:5][C:9]([CH3:10])([CH3:11])[CH:12]1[CH2:13][N:14]([CH2:17][CH2:18][c:19]2[c:20]([F:31])[cH:21][n:22][c:23]3[cH:24][cH:25][c:26]([O:29][CH3:30])[n:27][c:28]23)[CH2:15][CH2:16]1. Starting materials: BrC=1C=C(SC1)C(=O)O (4-bromo-2-thiophenecarboxylic acid), C(=O)([O-])[O-].[Cs+].[Cs+] (Cs2CO3), CN1N=CC=C1B1OC(C(O1)(C)C)(C)C (1-methyl-5-(4,4,5,5-tetramethyl-1,3,2-dioxaborolan-2-yl)-1H-pyrazole). Reagents/catalysts: C=1C=CC(=CC1)[P](C=2C=CC=CC2)(C=3C=CC=CC3)[Pd]([P](C=4C=CC=CC4)(C=5C=CC=CC5)C=6C=CC=CC6)([P](C=7C=CC=CC7)(C=8C=CC=CC8)C=9C=CC=CC9)[P](C=1C=CC=CC1)(C=1C=CC=CC1)C=1C=CC=CC1 (tetrakistriphenylphosphine Pd(0)). Solvent: O1CCOCC1.O (dioxane H2O). Reaction conditions: temperature 85 celsius. The product is CN1N=CC=C1C=1C=C(SC1)C(=O)O (4-(1-methyl-1H-pyrazol-5-yl)-2-thiophenecarboxylic acid). RXN SMILES: Br[C:2]1[CH:3]=[C:4]([C:7]([OH:9])=[O:8])[S:5][CH:6]=1.C([O-])([O-])=O.[Cs+].[Cs+].[CH3:16][N:17]1[C:21](B2OC(C)(C)C(C)(C)O2)=[CH:20][CH:19]=[N:18]1>O1CCOCC1.O.C1C=CC([P]([Pd]([P](C2C=CC=CC=2)(C2C=CC=CC=2)C2C=CC=CC=2)([P](C2C=CC=CC=2)(C2C=CC=CC=2)C2C=CC=CC=2)[P](C2C=CC=CC=2)(C2C=CC=CC=2)C2C=CC=CC=2)(C2C=CC=CC=2)C2C=CC=CC=2)=CC=1>[CH3:16][N:17]1[C:21]([C:2]2[CH:3]=[C:4]([C:7]([OH:9])=[O:8])[S:5][CH:6]=2)=[CH:20][CH:19]=[N:18]1 |f:1.2.3,5.6,^1:41,43,62,81|. Reported procedure: To a solution of 4-bromo-2-thiophenecarboxylic acid (3.91 g, 18.9 mmol) in dioxane/H2O (4:1, 100 mL) was added Cs2CO3 (21.7 g, 66.6 mmol), tetrakistriphenylphosphine Pd(0) (1.1 g, 0.95 mmol) and 1-methyl-5-(4,4,5,5-tetramethyl-1,3,2-dioxaborolan-2-yl)-1H-pyrazole (3.94 g, 18.94 mmol) [prepared according to the procedure of Preparation 7]. The reaction mixture was heated to 85° C. in a sealed tube for 12 hours and partitioned between H2O and CHCl3. The pH of the aqueous phase was adjusted to ˜3 w...